describe an organic reaction: reactants, conditions, products, and yield From a dataset of the Open Reaction Database (ORD), a public repository of structured organic reaction records. Reactants: ClC(=O)OCC1=CC=CC=C1 (benzyl chloroformate), N1[C@H](CCC1)CO ((2R)-pyrrolidin-2-ylmethanol), C(O)([O-])=O.[Na+] (sodium hydrogencarbonate), O (water). Solvent: C(C)(=O)OCC (ethyl acetate). Product: OC[C@@H]1N(CCC1)C(=O)OCC1=CC=CC=C1 (Benzyl (2R)-2-(hydroxymethyl)pyrrolidine-1-carboxylate). As a reaction SMILES: [NH:1]1[CH2:5][CH2:4][CH2:3][C@@H:2]1[CH2:6][OH:7].O.C(=O)([O-])O.[Na+].Cl[C:15]([O:17][CH2:18][C:19]1[CH:24]=[CH:23][CH:22]=[CH:21][CH:20]=1)=[O:16]>C(OCC)(=O)C>[OH:7][CH2:6][C@H:2]1[CH2:3][CH2:4][CH2:5][N:1]1[C:15]([O:17][CH2:18][C:19]1[CH:24]=[CH:23][CH:22]=[CH:21][CH:20]=1)=[O:16] |f:2.3|. Procedure: 2 g (0.0198 mol) of (2R)-pyrrolidin-2-ylmethanol was dissolved in 20 mL of ethyl acetate, 20 mL of water was added thereto, and the mixture was stirred. 3.3 g (0.30 mol) of sodium hydrogencarbonate was added to the mixture, followed by stirring of the mixture for 5 minutes. 4.24 mL (0.03 mol) of benzyl chloroformate was added dropwise to the mixture, followed by stirring for 5 hours. After the ethyl acetate layer was dried over anhydrous sodium sulfate, the solvent was distilled off under reduce...